Dataset: the Open Reaction Database (ORD), a public repository of structured organic reaction records. Task: describe an organic reaction: reactants, conditions, products, and yield Starting materials: COc1cc2cc(-c3ccccc3C)sc2c(Cl)c1Cl, Cl, O, c1ccncc1. Yields the product Cc1ccccc1-c1cc2cc(O)c(Cl)c(Cl)c2s1. RXN SMILES: [Cl:1][c:2]1[c:3]([O:19][CH3:20])[cH:4][c:5]2[c:6]([s:7][c:8](-[c:10]3[c:11]([CH3:16])[cH:12][cH:13][cH:14][cH:15]3)[cH:9]2)[c:17]1[Cl:18].[ClH:21].[OH2:28].[n:22]1[cH:23][cH:24][cH:25][cH:26][cH:27]1>>[Cl:1][c:2]1[c:3]([OH:19])[cH:4][c:5]2[c:6]([s:7][c:8](-[c:10]3[c:11]([CH3:16])[cH:12][cH:13][cH:14][cH:15]3)[cH:9]2)[c:17]1[Cl:18]. Reactants: Cl.COC(=O)C1=NC2=CC(=CC=C2C(=C1)O)C (4-Hydroxy-7-methyl-quinoline-2-carboxylic acid methyl ester hydrochloride), C(C1=CC=CC=C1)OC([C@@H](O)C)=O (benzyl-L-lactate), C1(=CC=CC=C1)P(C1=CC=CC=C1)C1=CC=CC=C1 (triphenylphosphine), CCOC(=O)/N=N/C(=O)OCC (diethylazodicarboxylate). The solvent is C1CCOC1 (THF), O (water). Run at time 2 hour. Product: COC(=O)C1=NC2=CC(=CC=C2C(=C1)O[C@H](C)C(=O)OCC1=CC=CC=C1)C (4-((R)-1-Benzyloxycarbonyl-ethoxy)-7-methyl-quinoline-2-carboxylic acid methyl ester). As a reaction SMILES: Cl.[CH3:2][O:3][C:4]([C:6]1[CH:15]=[C:14]([OH:16])[C:13]2[C:8](=[CH:9][C:10]([CH3:17])=[CH:11][CH:12]=2)[N:7]=1)=[O:5].[CH2:18]([O:25][C:26](=[O:30])[C@H:27]([CH3:29])O)[C:19]1[CH:24]=[CH:23][CH:22]=[CH:21][CH:20]=1.C1(P(C2C=CC=CC=2)C2C=CC=CC=2)C=CC=CC=1.CCOC(/N=N/C(OCC)=O)=O>C1COCC1.O>[CH3:2][O:3][C:4]([C:6]1[CH:15]=[C:14]([O:16][C@@H:27]([C:26]([O:25][CH2:18][C:19]2[CH:24]=[CH:23][CH:22]=[CH:21][CH:20]=2)=[O:30])[CH3:29])[C:13]2[C:8](=[CH:9][C:10]([CH3:17])=[CH:11][CH:12]=2)[N:7]=1)=[O:5] |f:0.1|. Reported procedure: To a solution of 1.00 g 4-Hydroxy-7-methyl-quinoline-2-carboxylic acid methyl ester hydrochloride and 0.83 g benzyl-L-lactate in 30 ml THF were added 1.81 g triphenylphosphine and 1.20 g diethylazodicarboxylate. After 2 h LCMS indicated complete conversion and water was added to the reaction mixture which was subsequently extracted with ethyl acetate. The residue obtained after evaporation of the solvent was purified by flash chromatography on silica using an ethyl acetate/heptane gradient. Yiel...